The task is: describe an organic reaction: reactants, conditions, products, and yield. This data is from the Open Reaction Database (ORD), a public repository of structured organic reaction records. The reactants are C(C)(C)(C)OC(=O)C1=CC2=CC(=C(C=C2C=C1N)OCC1=CC=CC=C1)OC (3-amino-6-benzyloxy-7-methoxynaphthalene-2-carboxylic acid tert-butyl ester). Reagents/catalysts: [Pd] (Pd/C). Solvent: CN(C)C=O (DMF), CO (methanol), C(Cl)Cl (methylene chloride). Yields the product C(C)(C)(C)OC(=O)C1=CC2=CC(=C(C=C2C=C1N)O)OC (3-amino-6-hydroxy-7-methoxy-naphthalene-2-carboxylic acid tert-butyl ester). Yield: 97.9%. Reaction SMILES: [C:1]([O:5][C:6]([C:8]1[C:17]([NH2:18])=[CH:16][C:15]2[C:10](=[CH:11][C:12]([O:27][CH3:28])=[C:13]([O:19]CC3C=CC=CC=3)[CH:14]=2)[CH:9]=1)=[O:7])([CH3:4])([CH3:3])[CH3:2]>CN(C=O)C.CO.C(Cl)Cl.[Pd]>[C:1]([O:5][C:6]([C:8]1[C:17]([NH2:18])=[CH:16][C:15]2[C:10](=[CH:11][C:12]([O:27][CH3:28])=[C:13]([OH:19])[CH:14]=2)[CH:9]=1)=[O:7])([CH3:4])([CH3:3])[CH3:2]. Procedure details: A solution of 4.7 g (12.0 mmol) of 3-amino-6-benzyloxy-7-methoxynaphthalene-2-carboxylic acid tert-butyl ester and 2.0 g of 10% Pd/C in 40 mL of DMF and 100 mL of methanol is shaken on Parr shaker at 40 psi for 18 hours. The hydrogenation is repeated twice more to bring the reaction to completion. The catalyst is filtered through a pad of Celite, is washed with methanol and solvent is evaporated to yield a residue which is dissolved in methylene chloride. This is then filtered through a short pa...